This data is from the Open Reaction Database (ORD), a public repository of structured organic reaction records. The task is: describe an organic reaction: reactants, conditions, products, and yield Reaction SMILES: [CH3:1][S-:2].[Cl:4][CH2:5][CH:6]1[CH:7]([OH:23])[CH:8]([OH:22])[CH:9]([n:11]2[cH:12][n:13][c:14]3[c:15](=[O:16])[nH:17][c:18]([NH2:19])[n:20][c:21]23)[O:10]1.[Na+:3]>>[CH3:1][S:2][CH2:5][CH:6]1[CH:7]([OH:23])[CH:8]([OH:22])[CH:9]([n:11]2[cH:12][n:13][c:14]3[c:15](=[O:16])[nH:17][c:18]([NH2:19])[n:20][c:21]23)[O:10]1. Yields the product CSCC1OC(n2cnc3c(=O)[nH]c(N)nc32)C(O)C1O. The reactants are C[S-], Nc1nc2c(ncn2C2OC(CCl)C(O)C2O)c(=O)[nH]1, [Na+]. Starting materials: C1(=CC=CC=C1)C1=NOC=C1CC1CCCCC(N1)=O (hexahydro-7-[(3-phenylisoxazol-4-yl)methyl]-2H-azepin-2-one), F[B-](F)(F)F.C[O+](C)C (trimethyloxonium tetrafluoroborate). Yields the product COC=1CCCCC(N1)CC=1C(=NOC1)C1=CC=CC=C1 (3,4,5,6-tetrahydro-7-methoxy-2-[(3-phenylisoxazol-4-yl)methyl]-2H-azepine). RXN SMILES: [C:1]1([C:7]2[C:11]([CH2:12][CH:13]3[NH:19][C:18](=[O:20])[CH2:17][CH2:16][CH2:15][CH2:14]3)=[CH:10][O:9][N:8]=2)[CH:6]=[CH:5][CH:4]=[CH:3][CH:2]=1.F[B-](F)(F)F.[CH3:26][O+](C)C>>[CH3:26][O:20][C:18]1[CH2:17][CH2:16][CH2:15][CH2:14][CH:13]([CH2:12][C:11]2[C:7]([C:1]3[CH:2]=[CH:3][CH:4]=[CH:5][CH:6]=3)=[N:8][O:9][CH:10]=2)[N:19]=1 |f:1.2|. Reported procedure: The title product of Example 126 is reacted with trimethyloxonium tetrafluoroborate by the method of Example 3 to generate the title compound. Starting materials: O=C(O)CSCC(F)(F)F, O=S(Cl)Cl. The product is [Cl-], O=C(O)CSCC(F)(F)F. As a reaction SMILES: [F:5][C:6]([CH2:7][S:8][CH2:9][C:10](=[O:11])[OH:12])([F:13])[F:14].[S:1]([Cl:2])([Cl:3])=[O:4]>>[Cl-:3].[F:5][C:6]([CH2:7][S:8][CH2:9][C:10](=[O:11])[OH:12])([F:13])[F:14]. Starting materials: C#CCBr, COc1cc(C=CC(=O)CC(=O)C=Cc2ccc(O)c(OC)c2)ccc1O, [K+], [K+], O=C([O-])[O-], CN(C)C=O, O. The product is C#CCCOc1cc(C=CC(=O)CC(=O)C=Cc2ccc(O)c(OC)c2)ccc1O. Reaction SMILES: [CH2:34]([C:35]#[CH:36])[Br:37].[CH3:1][O:2][c:3]1[cH:4][c:5]([CH:10]=[CH:11][C:12](=[O:13])[CH2:14][C:15](=[O:16])[CH:17]=[CH:18][c:19]2[cH:20][cH:21][c:22]([OH:23])[c:24]([O:25][CH3:26])[cH:27]2)[cH:6][cH:7][c:8]1[OH:9].[K+:28].[K+:29].[O-:30][C:31]([O-:32])=[O:33].[O:39]=[CH:40][N:41]([CH3:42])[CH3:43].[OH2:38]>>[CH3:1][O:2][c:3]1[cH:4][c:5]([CH:10]=[CH:11][C:12](=[O:13])[CH2:14][C:15](=[O:16])[CH:17]=[CH:18][c:19]2[cH:20][cH:21][c:22]([OH:23])[c:24]([O:25][CH2:26][CH2:36][C:35]#[CH:34])[cH:27]2)[cH:6][cH:7][c:8]1[OH:9]. Starting materials: Cn1ncc2[nH]c3ccc(Cc4cccc([N+](=O)[O-])c4)cc3c(=O)c21, CCO, [Cl-], [Fe], [NH4+], O. Yields the product Cn1ncc2[nH]c3ccc(Cc4cccc(N)c4)cc3c(=O)c21. RXN SMILES: [CH3:1][n:2]1[n:3][cH:4][c:5]2[nH:6][c:7]3[cH:8][cH:9][c:10]([CH2:16][c:17]4[cH:18][c:19]([N+:23]([O-:24])=[O:25])[cH:20][cH:21][cH:22]4)[cH:11][c:12]3[c:13](=[O:15])[c:14]12.[CH3:28][CH2:29][OH:30].[Cl-:26].[Fe:32].[NH4+:27].[OH2:31]>>[CH3:1][n:2]1[n:3][cH:4][c:5]2[nH:6][c:7]3[cH:8][cH:9][c:10]([CH2:16][c:17]4[cH:18][c:19]([NH2:23])[cH:20][cH:21][cH:22]4)[cH:11][c:12]3[c:13](=[O:15])[c:14]12. Reactants: C(C1=CC=CC=C1)OC1=CC=C(C=C1)CCCCN1C(=NC=C1)CC(CO)O (3-{1-[4-(4-benzyloxyphenyl)butyl]-1H-imidazol-2-yl}-1,2-propanediol). Reagents/catalysts: [C].[Pd] (palladium carbon). Yields the product OC1=CC=C(C=C1)CCCCN1C(=NC=C1)CC(CO)O (3-{1-[4-(4-hydroxyphenyl)butyl]-1H-imidazol-2-yl}-1,2-propanediol). The yield is 98.6%. Reaction SMILES: C([O:8][C:9]1[CH:14]=[CH:13][C:12]([CH2:15][CH2:16][CH2:17][CH2:18][N:19]2[CH:23]=[CH:22][N:21]=[C:20]2[CH2:24][CH:25]([OH:28])[CH2:26][OH:27])=[CH:11][CH:10]=1)C1C=CC=CC=1>[C].[Pd]>[OH:8][C:9]1[CH:14]=[CH:13][C:12]([CH2:15][CH2:16][CH2:17][CH2:18][N:19]2[CH:23]=[CH:22][N:21]=[C:20]2[CH2:24][CH:25]([OH:28])[CH2:26][OH:27])=[CH:11][CH:10]=1 |f:1.2|. Procedure details: Using 3-{1-[4-(4-benzyloxyphenyl)butyl]-1H-imidazol-2-yl}-1,2-propanediol (1.22 g) and 10% palladium carbon (0.18 g), the same reaction as Reference Example 11-(v) was carried out to yield the titled compound (0.918 g) as colorless crystals. Starting materials: solid, BrC1=CC(=CC=2C=C3N(C12)CCCNC3=O)C#N (7-bromo-1-oxo-2,3,4,5-tetrahydro-[1,4]diazepino[1,2-a]indole-9-carbonitrile), BrC1=CC(=CC=2C=C3N(C12)CCCNC3=O)C#N (7-bromo-1-oxo-2,3,4,5-tetrahydro-[1,4]diazepino[1,2-a]indole-9-carbonitrile), C1(=CC=CC=C1)B(O)O (phenylboronic acid). Yields the product O=C1NCCCN2C1=CC=1C=C(C=C(C21)C2=CC=CC=C2)C#N (1-Oxo-7-phenyl-2,3,4,5-tetrahydro-[1,4]diazepino[1,2-a]indole-9-carbonitrile). As a reaction SMILES: Br[C:2]1[C:10]2[N:9]3[CH2:11][CH2:12][CH2:13][NH:14][C:15](=[O:16])[C:8]3=[CH:7][C:6]=2[CH:5]=[C:4]([C:17]#[N:18])[CH:3]=1.[C:19]1(B(O)O)[CH:24]=[CH:23][CH:22]=[CH:21][CH:20]=1>>[O:16]=[C:15]1[C:8]2=[CH:7][C:6]3[CH:5]=[C:4]([C:17]#[N:18])[CH:3]=[C:2]([C:19]4[CH:24]=[CH:23][CH:22]=[CH:21][CH:20]=4)[C:10]=3[N:9]2[CH2:11][CH2:12][CH2:13][NH:14]1. Procedure: The title compound, light grey solid (66 mg, 88%), MS (ISP) m/z=302.5 [(M+H)+], mp 237.5° C., was prepared in accordance with the general method of example 1 from 7-bromo-1-oxo-2,3,4,5-tetrahydro-[1,4]diazepino[1,2-a]indole-9-carbonitrile (intermediate 20) (76.0 mg, 0.25 mmol) and commercially available phenylboronic acid (39.6 mg, 0.325 mmol). Starting materials: C(=O)(O)[C@H](O)[C@@H](O)C(=O)O.N1=C(C=CC=C1)C1CCN(CC1)CCCN (3-[4-(2-pyridyl)piperidin-1-yl]propylamine L-tartrate salt), [OH-].[Na+] (NaOH). Product: N1=C(C=CC=C1)C1CCN(CC1)CCCN (3-[4-(2-pyridyl)-piperidin-1-yl]propylamine). RXN SMILES: C([C@@H]([C@H](C(O)=O)O)O)(O)=O.[N:11]1[CH:16]=[CH:15][CH:14]=[CH:13][C:12]=1[CH:17]1[CH2:22][CH2:21][N:20]([CH2:23][CH2:24][CH2:25][NH2:26])[CH2:19][CH2:18]1.[OH-].[Na+]>>[N:11]1[CH:16]=[CH:15][CH:14]=[CH:13][C:12]=1[CH:17]1[CH2:18][CH2:19][N:20]([CH2:23][CH2:24][CH2:25][NH2:26])[CH2:21][CH2:22]1 |f:0.1,2.3|. Procedure details: 3-[4-(2-pyridyl)piperidin-1-yl]propylamine L-tartrate salt, (7), (1120 g, 3.0 mol) was treated with 5M NaOH (5.7 L, 28.6 mol). The suspension was extracted with isopropyl acetate (3×18 L). The combined extracts were concentrated to afford 3-[4-(2-pyridyl)-piperidin-1-yl]propylamine, (6), as a viscous oil. The reactants are FC(C(/C=C/C=1C=C2CCC(C2=CC1)N)C1=CC(=C(C(=C1)Cl)Cl)Cl)(F)F ((E)-5-(4,4,4-trifluoro-3-(3,4,5-trichlorophenyl)but-1-enyl)-2,3-dihydro-1H-inden-1-amine), CN=C=S (methylisothiocyanate). Solvent: CCOCC (Et2O). Reaction conditions: temperature 25 celsius, time 2 hour. Product: CNC(=S)NC1CCC2=CC(=CC=C12)\C=C\C(C(F)(F)F)C1=CC(=C(C(=C1)Cl)Cl)Cl ((E)-1-Methyl-3-(5-(4,4,4-trifluoro-3-(3,4,5-trichlorophenyl)-but-1-enyl)-2,3-dihydro-1H-inden-1-yl)thiourea), liquid. Yield: 50.0%. As a reaction SMILES: [F:1][C:2]([F:26])([F:25])[CH:3]([C:16]1[CH:21]=[C:20]([Cl:22])[C:19]([Cl:23])=[C:18]([Cl:24])[CH:17]=1)/[CH:4]=[CH:5]/[C:6]1[CH:7]=[C:8]2[C:12](=[CH:13][CH:14]=1)[CH:11]([NH2:15])[CH2:10][CH2:9]2.[CH3:27][N:28]=[C:29]=[S:30]>CCOCC>[CH3:27][NH:28][C:29]([NH:15][CH:11]1[C:12]2[C:8](=[CH:7][C:6](/[CH:5]=[CH:4]/[CH:3]([C:16]3[CH:17]=[C:18]([Cl:24])[C:19]([Cl:23])=[C:20]([Cl:22])[CH:21]=3)[C:2]([F:1])([F:25])[F:26])=[CH:14][CH:13]=2)[CH2:9][CH2:10]1)=[S:30]. Reported procedure: To a stirred solution of (E)-5-(4,4,4-trifluoro-3-(3,4,5-trichlorophenyl)but-1-enyl)-2,3-dihydro-1H-inden-1-amine (0.1 g, 0.23 mmol) in Et2O (5 mL) was added methylisothiocyanate (0.026 g, 0.35 mmol), and the mixture was stirred for 2 h at 25° C. The reaction mixture was concentrated under reduced pressure, and the residue was purified by flash column chromatography (SiO2, 20% EtOAc in petroleum ether). The title compound was isolated as a liquid (65 mg, 50%): 1H NMR (400 MHz, CDCl3) δ 7.39 (s, ...